From a dataset of the Open Reaction Database (ORD), a public repository of structured organic reaction records. describe an organic reaction: reactants, conditions, products, and yield Starting materials: BrC=1C=C(OC2=C(C(=CC=C2Cl)N)N)C=C(C1)Cl (3-(3-bromo-5-chlorophenoxy)-4-chlorobenzene-1,2-diamine), C(=O)O (formic acid). As a reaction SMILES: [Br:1][C:2]1[CH:3]=[C:4]([CH:15]=[C:16]([Cl:18])[CH:17]=1)[O:5][C:6]1[C:11]([Cl:12])=[CH:10][CH:9]=[C:8]([NH2:13])[C:7]=1[NH2:14].[CH:19](O)=O>>[Br:1][C:2]1[CH:3]=[C:4]([CH:15]=[C:16]([Cl:18])[CH:17]=1)[O:5][C:6]1[C:7]2[N:14]=[CH:19][NH:13][C:8]=2[CH:9]=[CH:10][C:11]=1[Cl:12]. Procedure details: A solution of 3-(3-bromo-5-chlorophenoxy)-4-chlorobenzene-1,2-diamine (400 mg, 1.149 mmol) in 90% formic acid (5 mL) was heated to 100° C. for 1 hour. This mixture was concentrated in vacuo and then partitioned between ethyl acetate (40 mL) and sat. aq. NaHCO3 (40 mL). The organic extract was dried over MgSO4, filtered and concentrated in vacuo to give the desired compound. LRMS (M+1)=358.7. Product: BrC=1C=C(OC2=C(C=CC=3NC=NC32)Cl)C=C(C1)Cl (4-(3-bromo-5-chlorophenoxy)-5-chloro-1H-benzimidazole). Reactants: C1(CCCC1)NC1=NC(=NC(=C1C)C)NCC1=NC=CC=C1 (N4-cyclopentyl-5,6-dimethyl-N2-(pyridin-2-ylmethyl)pyrimidine-2,4-diamine), O=S1(CC(CC1)N)=O ((1,1-dioxidotetrahydro-3-thienyl)amine). Product: O=S1(CC(CC1)NC1=NC(=NC(=C1C)C)NCC1=NC=CC=C1)=O (N4-(1,1-dioxidotetrahydrothiophen-3-yl)-5,6-dimethyl-N2-(pyridin-2-ylmethyl)pyrimidine-2,4-diamine). As a reaction SMILES: [CH:1]1([NH:6][C:7]2[C:12]([CH3:13])=[C:11]([CH3:14])[N:10]=[C:9]([NH:15][CH2:16][C:17]3[CH:22]=[CH:21][CH:20]=[CH:19][N:18]=3)[N:8]=2)[CH2:5][CH2:4]C[CH2:2]1.[O:23]=[S:24]1(=[O:30])CCC(N)C1>>[O:23]=[S:24]1(=[O:30])[CH2:4][CH2:5][CH:1]([NH:6][C:7]2[C:12]([CH3:13])=[C:11]([CH3:14])[N:10]=[C:9]([NH:15][CH2:16][C:17]3[CH:22]=[CH:21][CH:20]=[CH:19][N:18]=3)[N:8]=2)[CH2:2]1. Procedure details: The titled compound was synthesized according to the procedure described for preparation of N4-cyclopentyl-5,6-dimethyl-N2-(pyridin-2-ylmethyl)pyrimidine-2,4-diamine (Example 29) using (1,1-dioxidotetrahydro-3-thienyl)amine instead of cyclopentanamine. The crude material was purified by column chromatography eluting with mixture of chloroform/ethanol/20% water solution of ammonia (200:10:1), and then the final product was washed with diethyl ether to afford the titled compound as a white solid. ... The reactants are C1(=CC=CC=C1)CCCCOC1=CC=C(C(=O)O)C=C1 (p-(4-phenylbutoxy)benzoic acid), hydrochloric acid ice, NC1=C(C=CC(=C1)C)O (2-amino-4-methylphenol). Reagents/catalysts: CN(C=O)C (N,N-dimethylformamide). The solvent is C(Cl)Cl (methylene chloride), C(C(=O)Cl)(=O)Cl (oxalyl chloride), C(Cl)Cl (methylene chloride), N1=CC=CC=C1 (pyridine). Conditions: time 3 hour. The product is OC1=C(NC(C2=CC=C(C=C2)OCCCCC2=CC=CC=C2)=O)C=C(C=C1)C (2'-hydroxy-5'-methyl-4-(4-phenylbutoxy)benzanilide). The yield is 100.8%. As a reaction SMILES: [C:1]1([CH2:7][CH2:8][CH2:9][CH2:10][O:11][C:12]2[CH:20]=[CH:19][C:15]([C:16]([OH:18])=O)=[CH:14][CH:13]=2)[CH:6]=[CH:5][CH:4]=[CH:3][CH:2]=1.[NH2:21][C:22]1[CH:27]=[C:26]([CH3:28])[CH:25]=[CH:24][C:23]=1[OH:29]>CN(C)C=O.C(Cl)Cl.C(Cl)(=O)C(Cl)=O.N1C=CC=CC=1>[OH:29][C:23]1[CH:24]=[CH:25][C:26]([CH3:28])=[CH:27][C:22]=1[NH:21][C:16](=[O:18])[C:15]1[CH:14]=[CH:13][C:12]([O:11][CH2:10][CH2:9][CH2:8][CH2:7][C:1]2[CH:2]=[CH:3][CH:4]=[CH:5][CH:6]=2)=[CH:20][CH:19]=1. Procedure: One drop of N,N-dimethylformamide was added to a solution of 1 g of p-(4-phenylbutoxy)benzoic acid in 5 ml of methylene chloride and 2 ml of oxalyl chloride was added to the mixture at -30° C. or lower. The mixture was stirred at room temperature for 3 hours. The reaction mixture was concentrated under reduced pressure to obtain crude p-(4-phenylbutoxy)benzoyl chloride. This substance was dissolved in 5 ml of methylene chloride and the resulting solution was added to a solution of 1 g of 2-amino... The reactants are C(C)(C)(C)OC(NCCCN(S(=O)(=O)C)CC1=CC(=CC=C1)C1=NC(=NC=C1)Cl)=O ((3-{[3-(2-Chloro-pyrimidin-4-yl)-benzyl]-methanesulfonyl-amino}-propyl)-carbamic acid tert-butyl ester), NCC1=CC(=C(C=C1)O)OC (4-Aminomethyl-2-methoxy-phenol), 472. The product is NCCCN(S(=O)(=O)C)CC1=CC(=CC=C1)C1=NC(=NC=C1)NCC1=CC(=C(C=C1)O)OC (N-(3-Amino-propyl)-N-{3-[2-(4-hydroxy-3-methoxy-benzylamino)-pyrimidin-4-yl]-benzyl}-methanesulfonamide). Reaction SMILES: C(OC(=O)[NH:7][CH2:8][CH2:9][CH2:10][N:11]([CH2:16][C:17]1[CH:22]=[CH:21][CH:20]=[C:19]([C:23]2[CH:28]=[CH:27][N:26]=[C:25](Cl)[N:24]=2)[CH:18]=1)[S:12]([CH3:15])(=[O:14])=[O:13])(C)(C)C.[NH2:31][CH2:32][C:33]1[CH:38]=[CH:37][C:36]([OH:39])=[C:35]([O:40][CH3:41])[CH:34]=1>>[NH2:7][CH2:8][CH2:9][CH2:10][N:11]([CH2:16][C:17]1[CH:22]=[CH:21][CH:20]=[C:19]([C:23]2[CH:28]=[CH:27][N:26]=[C:25]([NH:31][CH2:32][C:33]3[CH:38]=[CH:37][C:36]([OH:39])=[C:35]([O:40][CH3:41])[CH:34]=3)[N:24]=2)[CH:18]=1)[S:12]([CH3:15])(=[O:13])=[O:14]. Procedure details: Intermediate 4 was coupled with 4-Aminomethyl-2-methoxy-phenol following procedure F and the resulting product deprotected following procedure G. LC-MS showed the product had the expected M+H+ of 472. 1H NMR (Varian 300 MHz, CDCl3—CD3OD, shifts relative to the solvent peak at 7.24 ppm) δ 8.2 (m, 3H) 7.6 (m, 2H) 7.3 (m, 2H) 6.8 (m, 2H) 4.4 (s, 2H) 3.8 (s, 2H) 3.7 (m, 2H) 3.4 (s, 3H) 2.9 (s, 3H) 2.8 (m, 2H) 1.7 (m, 2H). Reactants: C(=O)(C=1NC=CN1)C=1NC=CN1 (Carbonyl diimidazole), S(N)(=O)(=O)N(CC(=O)O)C1=C(C=CC=C1)CC(=O)OC (N-sulfamoyl-N-[2-(methoxycarbonylmethyl)-phenyl] glycine). The solvent is C1CCOC1 (THF). Conditions: time 65 hour. Yields the product COC(CC1=C(C=CC=C1)N1S(NC(C1)=O)(=O)=O)=O ([2-(1,1,4-trioxo-1,2,5-thiadiazolidin-2-yl)-phenyl]-acetic acid methyl ester). Reaction SMILES: C(C1NC=CN=1)(C1NC=CN=1)=O.[S:13]([N:17]([C:22]1[CH:27]=[CH:26][CH:25]=[CH:24][C:23]=1[CH2:28][C:29]([O:31][CH3:32])=[O:30])[CH2:18][C:19](O)=[O:20])(=[O:16])(=[O:15])[NH2:14]>C1COCC1>[CH3:32][O:31][C:29](=[O:30])[CH2:28][C:23]1[CH:24]=[CH:25][CH:26]=[CH:27][C:22]=1[N:17]1[CH2:18][C:19](=[O:20])[NH:14][S:13]1(=[O:16])=[O:15]. Reported procedure: Carbonyl diimidazole (60 mg, 0.37 mmol) is added as solid to a solution of the title E compound, N-sulfamoyl-N-[2-(methoxycarbonylmethyl)-phenyl] glycine (112 mg, 0.37 mmol) in THF (5 mL). After 65 h, the solvent is removed by evaporation. The residue is taken up in EtOAc and washed with 1N aqueous HCl followed by brine. The organic solution is dried over anhydrous MgSO4, filtered and concentrated. This residue is then evaporated from diethyl ether to yield [2-(1,1,4-trioxo-1,2,5-thiadiazolidin-... Starting materials: C1(CC1)COC1=C(C2=C(OCO2)C=C1)C=1C2=C(N=CN1)C(=CN2)C(=O)O (4-(5-cyclopropylmethoxy-1,3-benzodioxol-4-yl)-5H-pyrrolo[3,2-d]pyrimidine-7-carboxylic acid), C(C)(C)(C)OC(=O)N1CC(CCC1)CN (3-aminomethyl-piperidine-1-carboxylic acid tert-butyl ester). Product: C(C)(C)(C)OC(=O)N1CC(CCC1)CNC(=O)C1=CNC2=C1N=CN=C2C2=C(C=CC=1OCOC12)OCC1CC1 (3-({[4-(5-Cyclopropylmethoxy-benzo[1,3]dioxol-4-yl)-5H-pyrrolo[3,2-d]pyrimidine-7-carbonyl]amino}-methyl)-piperidine-1-carboxylic acid tert-butyl ester). RXN SMILES: [CH:1]1([CH2:4][O:5][C:6]2[CH:14]=[CH:13][C:9]3[O:10][CH2:11][O:12][C:8]=3[C:7]=2[C:15]2[C:16]3[NH:23][CH:22]=[C:21]([C:24]([OH:26])=O)[C:17]=3[N:18]=[CH:19][N:20]=2)[CH2:3][CH2:2]1.[C:27]([O:31][C:32]([N:34]1[CH2:39][CH2:38][CH2:37][CH:36]([CH2:40][NH2:41])[CH2:35]1)=[O:33])([CH3:30])([CH3:29])[CH3:28]>>[C:27]([O:31][C:32]([N:34]1[CH2:39][CH2:38][CH2:37][CH:36]([CH2:40][NH:41][C:24]([C:21]2[C:17]3[N:18]=[CH:19][N:20]=[C:15]([C:7]4[C:8]5[O:12][CH2:11][O:10][C:9]=5[CH:13]=[CH:14][C:6]=4[O:5][CH2:4][CH:1]4[CH2:2][CH2:3]4)[C:16]=3[NH:23][CH:22]=2)=[O:26])[CH2:35]1)=[O:33])([CH3:30])([CH3:29])[CH3:28]. Reported procedure: Starting from 4-(5-cyclopropylmethoxy-1,3-benzodioxol-4-yl)-5H-pyrrolo[3,2-d]pyrimidine-7-carboxylic acid (example A67) and 3-aminomethyl-piperidine-1-carboxylic acid tert-butyl ester the title compound is obtained as colorless solid. Reactants: C(C)OC(CCCOC1=C(C(=CC=C1)CCCCCCOC1=CC(=CC(=C1)C1=CC=C2C=CNC2=C1)OCC)CCC(=O)OCC)=O (4-[2-(2-ethoxycarbonyl-ethyl)-3-{6-[3-ethoxy-5-(1H-indol-6-yl)-phenoxy]-hexyl}-phenoxy]-butyric acid ethyl ester), [OH-].[Na+] (sodium hydroxide). Yields the product C(=O)(O)CCC1=C(OCCCC(=O)O)C=CC=C1CCCCCCOC1=CC(=CC(=C1)C1=CC=C2C=CNC2=C1)OCC (4-[2-(2-carboxy-ethyl)-3-{6-[3-ethoxy-5-(1H-indol-6-yl)-phenoxy]-hexyl}-phenoxy]-butyric acid). Isolated yield 79.1%. As a reaction SMILES: C([O:3][C:4](=[O:47])[CH2:5][CH2:6][CH2:7][O:8][C:9]1[CH:14]=[CH:13][CH:12]=[C:11]([CH2:15][CH2:16][CH2:17][CH2:18][CH2:19][CH2:20][O:21][C:22]2[CH:27]=[C:26]([C:28]3[CH:36]=[C:35]4[C:31]([CH:32]=[CH:33][NH:34]4)=[CH:30][CH:29]=3)[CH:25]=[C:24]([O:37][CH2:38][CH3:39])[CH:23]=2)[C:10]=1[CH2:40][CH2:41][C:42]([O:44]CC)=[O:43])C.[OH-].[Na+]>>[C:42]([CH2:41][CH2:40][C:10]1[C:11]([CH2:15][CH2:16][CH2:17][CH2:18][CH2:19][CH2:20][O:21][C:22]2[CH:27]=[C:26]([C:28]3[CH:36]=[C:35]4[C:31]([CH:32]=[CH:33][NH:34]4)=[CH:30][CH:29]=3)[CH:25]=[C:24]([O:37][CH2:38][CH3:39])[CH:23]=2)=[CH:12][CH:13]=[CH:14][C:9]=1[O:8][CH2:7][CH2:6][CH2:5][C:4]([OH:47])=[O:3])([OH:44])=[O:43] |f:1.2|. Procedure: A similar procedure as described in Example 43, step 5 was used, starting from 4-[2-(2-ethoxycarbonyl-ethyl)-3-{6-[3-ethoxy-5-(1H-indol-6-yl)-phenoxy]-hexyl}-phenoxy]-butyric acid ethyl ester (111 mg, 0.17 mmol) and 1.0 N aqueous sodium hydroxide (1.7 mL) to afford 4-[2-(2-carboxy-ethyl)-3-{6-[3-ethoxy-5-(1H-indol-6-yl)-phenoxy]-hexyl}-phenoxy]-butyric acid (79 mg, 78%) as a light brown solid: ES(+)-HRMS m/e calcd for C35H41NO7 (M+Na)+ 610.2775, found 610.2774. Starting materials: CNN, CCOCC, ClCCl, CC(C)(C)C(O)CON1C(=O)c2ccccc2C1=O. Product: CC(C)(C)C(O)CON. RXN SMILES: [CH3:20][NH:21][NH2:22].[CH3:23][CH2:24][O:25][CH2:26][CH3:27].[Cl:28][CH2:29][Cl:30].[OH:1][CH:2]([CH2:3][O:4][N:5]1[C:6](=[O:7])[c:8]2[c:9]([cH:10][cH:11][cH:12][cH:13]2)[C:14]1=[O:15])[C:16]([CH3:17])([CH3:18])[CH3:19]>>[OH:1][CH:2]([CH2:3][O:4][NH2:5])[C:16]([CH3:17])([CH3:18])[CH3:19]. Reactants: 10, N1(C=NC=C1)CC1=CC=C(C=C1)N (4-(1H-imidazol-1-ylmethyl)-benzenamine), poly phosphoric acid, O=C(CC(=O)OCC)C (ethyl 3-oxobutanoate), C([O-])([O-])=O.[K+].[K+] (potassium carbonate). Run in O (water). Product: N1(C=NC=C1)CC=1C=C2C(C=C(NC2=CC1)C)=O (6-(1H-imidazol-1-ylmethyl)-2-methyl-4(1H)quinolinone). Isolated yield 14.4%. RXN SMILES: [N:1]1([CH2:6][C:7]2[CH:12]=[CH:11][C:10]([NH2:13])=[CH:9][CH:8]=2)[CH:5]=[CH:4][N:3]=[CH:2]1.O=[C:15]([CH3:22])[CH2:16][C:17](OCC)=[O:18].C(=O)([O-])[O-].[K+].[K+]>O>[N:1]1([CH2:6][C:7]2[CH:12]=[C:11]3[C:10](=[CH:9][CH:8]=2)[NH:13][C:15]([CH3:22])=[CH:16][C:17]3=[O:18])[CH:5]=[CH:4][N:3]=[CH:2]1 |f:2.3.4|. Procedure details: To a stirred and heated (100° C.) solution of 10 parts of 4-(1H-imidazol-1-ylmethyl)-benzenamine in 50 parts of poly phosphoric acid were added 15 parts of ethyl 3-oxobutanoate. The whole was stirred for 4 hours at 140° C. 100 Parts of water were added to the mixture and the whole was neutralized with potassium carbonate. The product was extracted with a mixture of ethyl acetate and methanol. The extract was dried, filtered and concentrated. The concentrate was crystallized from a mixture of 2-p... The reactants are C(CCCCCCCO)O (1,8-octanediol), FC1=C(COCCCCCCCC(=O)O)C=CC(=C1F)F (8-(2,3,4-trifluoro-benzyloxy)-octanoic acid), Cl.Cl.C(C1=CC=CC=C1)OC(C[C@H](CN(C)C)N)=O ((R)-3-amino-4-dimethylamino-butyric acid benzyl ester dihydrochloride), FC1=C(CBr)C=CC(=C1F)F (2,3,4-trifluorobenzyl bromide), FC1=C(COCCCCCCCCO)C=CC(=C1F)F (8-(2,3,4-trifluoro-benzyloxy)-octan-1-ol). The product is C(C1=CC=CC=C1)OC(C[C@H](CN(C)C)NC(CCCCCCCOCC1=C(C(=C(C=C1)F)F)F)=O)=O ((R)-3-[8-(2,3,4-trifluoro-benzyloxy)-octanoylamino]-4-dimethylamino-butyric acid benzyl ester). RXN SMILES: C(O)CCCCCCCO.FC1C(F)=C(F)C=CC=1CBr.[F:22][C:23]1[C:39]([F:40])=[C:38]([F:41])[CH:37]=[CH:36][C:24]=1[CH2:25][O:26][CH2:27][CH2:28][CH2:29][CH2:30][CH2:31][CH2:32][CH2:33][CH2:34][OH:35].FC1C(F)=C(F)C=CC=1COCCCCCCCC(O)=O.Cl.Cl.[CH2:65]([O:72][C:73](=[O:81])[CH2:74][C@@H:75]([NH2:80])[CH2:76][N:77]([CH3:79])[CH3:78])[C:66]1[CH:71]=[CH:70][CH:69]=[CH:68][CH:67]=1>>[CH2:65]([O:72][C:73](=[O:81])[CH2:74][C@@H:75]([NH:80][C:34](=[O:35])[CH2:33][CH2:32][CH2:31][CH2:30][CH2:29][CH2:28][CH2:27][O:26][CH2:25][C:24]1[CH:36]=[CH:37][C:38]([F:41])=[C:39]([F:40])[C:23]=1[F:22])[CH2:76][N:77]([CH3:78])[CH3:79])[C:66]1[CH:71]=[CH:70][CH:69]=[CH:68][CH:67]=1 |f:4.5.6|. Procedure: The title compound, m/e=432.5 ([M+H]+), was produced in analogy with intermediate 1, steps 1 to 4. Thus, 1,8-octanediol was alkylated in step 1 with 2,3,4-trifluorobenzyl bromide, leading to 8-(2,3,4-trifluoro-benzyloxy)-octan-1-ol, which was oxidized in step 2 to 8-(2,3,4-trifluoro-benzyloxy)-octanoic acid. This was coupled in step 3 with (R)-3-amino-4-dimethylamino-butyric acid benzyl ester dihydrochloride to produce (R)-3-[8-(2,3,4-trifluoro-benzyloxy)-octanoylamino]-4-dimethylamino-butyric a...